From a dataset of the Open Reaction Database (ORD), a public repository of structured organic reaction records. describe an organic reaction: reactants, conditions, products, and yield Reactants: FC1=CC=C(C=C1)C1=NC=C(C(=N1)C1=CC(=CC=C1)O)OC (2-(4-fluorophenyl)-4-(3-hydroxyphenyl)-5-methoxypyrimidine), CS(=O)(=O)Cl (methanesulfonyl chloride). Solvent: N1=CC=CC=C1 (pyridine). Conditions: time 3 hour. Yields the product FC1=CC=C(C=C1)C1=NC=C(C(=N1)C1=CC(=CC=C1)OS(=O)(=O)C)OC (2-(4-fluorophenyl)-4-(3-methanesulfonyloxyphenyl)-5-methoxypyrimidine). Isolated yield 66.0%. RXN SMILES: [F:1][C:2]1[CH:7]=[CH:6][C:5]([C:8]2[N:13]=[C:12]([C:14]3[CH:19]=[CH:18][CH:17]=[C:16]([OH:20])[CH:15]=3)[C:11]([O:21][CH3:22])=[CH:10][N:9]=2)=[CH:4][CH:3]=1.[CH3:23][S:24](Cl)(=[O:26])=[O:25]>N1C=CC=CC=1>[F:1][C:2]1[CH:3]=[CH:4][C:5]([C:8]2[N:13]=[C:12]([C:14]3[CH:19]=[CH:18][CH:17]=[C:16]([O:20][S:24]([CH3:23])(=[O:26])=[O:25])[CH:15]=3)[C:11]([O:21][CH3:22])=[CH:10][N:9]=2)=[CH:6][CH:7]=1. Procedure details: 1.2 g of 2-(4-fluorophenyl)-4-(3-hydroxyphenyl)-5-methoxypyrimidine and 0.57 g of methanesulfonyl chloride were added to 10 ml of pyridine, and the resulting mixture was stirred for 3 hours at room temperature. After completion of the reaction, ice-cold water was added to the mixture. Subsequently, the mixture was extracted with ethyl acetate. The solvent was evaporated off, and the residue was purified by column chromatography on silica gel, thereby obtaining 1.0 g 2-(4-fluorophenyl)-4-(3-metha... The reactants are ClC1=NC(=C(C(=O)NC2CCCCC2)C=C1F)SCCC (6-chloro-N-cyclohexyl-5-fluoro-2-(propylthio)nicotinamide), Cl.N1C[C@@H](CCC1)CC(=O)OC ((S)-methyl 2-(piperidin-3-yl)acetate hydrochloride), ester. The product is C1(CCCCC1)NC(=O)C=1C=C(C(=NC1SCCC)N1C[C@H](CCC1)CC(=O)O)F ((R)-2-(1-(5-(Cyclohexylcarbamoyl)-3-fluoro-6-(propylthio)pyridin-2-yl)piperidin-3-yl)acetic acid). As a reaction SMILES: Cl[C:2]1[C:16]([F:17])=[CH:15][C:5]([C:6]([NH:8][CH:9]2[CH2:14][CH2:13][CH2:12][CH2:11][CH2:10]2)=[O:7])=[C:4]([S:18][CH2:19][CH2:20][CH3:21])[N:3]=1.Cl.[NH:23]1[CH2:28][CH2:27][CH2:26][C@@H:25]([CH2:29][C:30]([O:32]C)=[O:31])[CH2:24]1>>[CH:9]1([NH:8][C:6]([C:5]2[CH:15]=[C:16]([F:17])[C:2]([N:23]3[CH2:28][CH2:27][CH2:26][C@H:25]([CH2:29][C:30]([OH:32])=[O:31])[CH2:24]3)=[N:3][C:4]=2[S:18][CH2:19][CH2:20][CH3:21])=[O:7])[CH2:14][CH2:13][CH2:12][CH2:11][CH2:10]1 |f:1.2|. Reported procedure: Prepared in a similar manner to that described above from 6-chloro-N-cyclohexyl-5-fluoro-2-(propylthio)nicotinamide using (S)-methyl 2-(piperidin-3-yl)acetate hydrochloride followed by an ester hydrolysis as described above to give the desired compound (190 mg) as a white solid. The reactants are CCn1cc(C(=O)O)c(=O)c2cc(F)c(F)c(F)c21, CC1CNCCN1, c1ccncc1. Product: CCn1cc(C(=O)O)c(=O)c2cc(F)c(N3CCNC(C)C3)c(F)c21. As a reaction SMILES: [CH2:1]([CH3:2])[n:3]1[cH:4][c:5]([C:17](=[O:18])[OH:19])[c:6](=[O:16])[c:7]2[cH:8][c:9]([F:15])[c:10]([F:14])[c:11]([F:13])[c:12]12.[CH3:20][CH:21]1[NH:22][CH2:23][CH2:24][NH:25][CH2:26]1.[cH:27]1[cH:28][cH:29][n:30][cH:31][cH:32]1>>[CH2:1]([CH3:2])[n:3]1[cH:4][c:5]([C:17](=[O:18])[OH:19])[c:6](=[O:16])[c:7]2[cH:8][c:9]([F:15])[c:10]([N:25]3[CH2:24][CH2:23][NH:22][CH:21]([CH3:20])[CH2:26]3)[c:11]([F:13])[c:12]12.